Dataset: the Open Reaction Database (ORD), a public repository of structured organic reaction records. Task: describe an organic reaction: reactants, conditions, products, and yield Starting materials: ClCC(=O)Cl (chloroacetyl chloride), S1C=C2C(=C1)C(=O)OC2=O (3,4-thiophenedicarboxylic anhydride). Yields the product S1C=C(C(=C1)C(=O)O)C(=O)O (3,4-thiophenedicarboxylic acid). Reaction SMILES: ClCC(Cl)=[O:4].[S:6]1[CH:10]=[C:9]2[C:11]([O:13][C:14](=[O:15])[C:8]2=[CH:7]1)=[O:12]>>[S:6]1[CH:10]=[C:9]([C:11]([OH:4])=[O:12])[C:8]([C:14]([OH:13])=[O:15])=[CH:7]1. Procedure: A 25.5 g. portion of 3,4-thiophenedicarboxylic acid {prepared by the method of Kornfeld and Jones [J. Org. Chem., 19, 1671 (1954)]} is suspended in 50 ml. of chloroacetyl chloride and is heated at reflux for 5.5 hours. Excess chloroacetyl chloride is distilled under reduced pressure. The residue is poured into 100 ml. of water and the resulting crystals are collected to yield 16.1 g. of 3,4-thiophenedicarboxylic anhydride. Product: C=CC1(CO)CCC(C)=CC1C. Reactants: [Al+3], CCOCC, C=CC1(C=O)CCC(C)=CC1C, [H-], [H-], [H-], [H-], [Li+], [Na+], [OH-], O. Reaction SMILES: [Al+3:2].[CH2:22]([O:23][CH2:24][CH3:25])[CH3:26].[CH3:7][CH:8]1[C:9]([CH:15]=[O:16])([CH:17]=[CH2:18])[CH2:10][CH2:11][C:12]([CH3:14])=[CH:13]1.[H-:1].[H-:4].[H-:5].[H-:6].[Li+:3].[Na+:21].[OH-:20].[OH2:19]>>[CH3:7][CH:8]1[C:9]([CH2:15][OH:16])([CH:17]=[CH2:18])[CH2:10][CH2:11][C:12]([CH3:14])=[CH:13]1. The reactants are NCC1CN(CC1)C(CCCCC(C1=CC=C(C=C1)F)C1=CC=C(C=C1)F)=O (1-(3-aminomethyl-pyrrolidin-1-yl)-6,6-bis-(4-fluoro-phenyl)-hexan-1-one), COC=1C=C(C(=O)O)C=C(C1OC)OC (3,4,5-trimethoxy benzoic acid), C(CCl)Cl (EDC). Reagents/catalysts: CN(C)C=1C=CN=CC1 (DMAP). The solvent is C(Cl)Cl (CH2Cl2). Conditions: time 8 hour. The product is FC1=CC=C(C=C1)C(CCCCC(=O)N1CC(CC1)CNC(C1=CC(=C(C(=C1)OC)OC)OC)=O)C1=CC=C(C=C1)F (N-{1-[6,6-bis-(4-fluorophenyl)-hexanoyl]-pyrrolidin-3-ylmethyl}-3,4,5-trimethoxy-benzamide). Reaction SMILES: [NH2:1][CH2:2][CH:3]1[CH2:7][CH2:6][N:5]([C:8](=[O:28])[CH2:9][CH2:10][CH2:11][CH2:12][CH:13]([C:21]2[CH:26]=[CH:25][C:24]([F:27])=[CH:23][CH:22]=2)[C:14]2[CH:19]=[CH:18][C:17]([F:20])=[CH:16][CH:15]=2)[CH2:4]1.[CH3:29][O:30][C:31]1[CH:32]=[C:33]([CH:37]=[C:38]([O:42][CH3:43])[C:39]=1[O:40][CH3:41])[C:34](O)=[O:35].C(Cl)CCl>C(Cl)Cl.CN(C1C=CN=CC=1)C>[F:20][C:17]1[CH:18]=[CH:19][C:14]([CH:13]([C:21]2[CH:26]=[CH:25][C:24]([F:27])=[CH:23][CH:22]=2)[CH2:12][CH2:11][CH2:10][CH2:9][C:8]([N:5]2[CH2:6][CH2:7][CH:3]([CH2:2][NH:1][C:34](=[O:35])[C:33]3[CH:32]=[C:31]([O:30][CH3:29])[C:39]([O:40][CH3:41])=[C:38]([O:42][CH3:43])[CH:37]=3)[CH2:4]2)=[O:28])=[CH:15][CH:16]=1. Procedure details: To a solution of 1-(3-aminomethyl-pyrrolidin-1-yl)-6,6-bis-(4-fluoro-phenyl)-hexan-1-one (0.69 g, 1.78 mmol) in dry CH2Cl2 (40 ml) was added 3,4,5-trimethoxy benzoic acid (0.38 g, 1.78 mmol) under nitrogen. To the reaction was added EDC (0.68 g, 3.56 mmol) and DMAP (cat) and the reaction mixture stirred under nitrogen at room temperature overnight. The reaction was then concentrated under reduced pressure. The residue dissolved in ethyl acetate: water (10:1) (150 ml). The organic was washed with... Reactants: Cc1cccc(N2CCNCC2)c1C, CCN(C(C)C)C(C)C, O=CCCc1cc(-c2ccc(F)cc2)n(-c2ccccc2)n1. Yields the product Cc1cccc(N2CCN(CCCc3cc(-c4ccc(F)cc4)n(-c4ccccc4)n3)CC2)c1C. As a reaction SMILES: [CH3:23][c:24]1[c:25]([N:31]2[CH2:32][CH2:33][NH:34][CH2:35][CH2:36]2)[cH:26][cH:27][cH:28][c:29]1[CH3:30].[CH:37]([N:38]([CH2:39][CH3:40])[CH:41]([CH3:42])[CH3:43])([CH3:44])[CH3:45].[F:1][c:2]1[cH:3][cH:4][c:5](-[c:8]2[cH:9][c:10]([CH2:19][CH2:20][CH:21]=[O:22])[n:11][n:12]2-[c:13]2[cH:14][cH:15][cH:16][cH:17][cH:18]2)[cH:6][cH:7]1>>[F:1][c:2]1[cH:3][cH:4][c:5](-[c:8]2[cH:9][c:10]([CH2:19][CH2:20][CH2:21][N:34]3[CH2:33][CH2:32][N:31]([c:25]4[c:24]([CH3:23])[c:29]([CH3:30])[cH:28][cH:27][cH:26]4)[CH2:36][CH2:35]3)[n:11][n:12]2-[c:13]2[cH:14][cH:15][cH:16][cH:17][cH:18]2)[cH:6][cH:7]1. Starting materials: O=C([O-])[O-], Cc1cn[nH]c1, COC(=O)c1cc(S(C)(=O)=O)ccc1I, ClCCl, [Cu]I, [K+], [K+], NC1CCCCC1N, C1COCCO1, O. Product: COC(=O)c1cc(S(C)(=O)=O)ccc1-n1cc(C)cn1. RXN SMILES: [C:22](=[O:23])([O-:24])[O-:25].[CH3:16][c:17]1[cH:18][n:19][nH:20][cH:21]1.[CH3:1][O:2][C:3]([c:4]1[c:5]([I:14])[cH:6][cH:7][c:8]([S:10](=[O:11])(=[O:12])[CH3:13])[cH:9]1)=[O:15].[Cl:45][CH2:46][Cl:47].[Cu:42][I:43].[K+:26].[K+:27].[NH2:28][CH:29]1[CH2:30][CH2:31][CH2:32][CH2:33][CH:34]1[NH2:35].[O:36]1[CH2:37][CH2:38][O:39][CH2:40][CH2:41]1.[OH2:44]>>[CH3:1][O:2][C:3]([c:4]1[c:5](-[n:19]2[cH:18][c:17]([CH3:16])[cH:21][n:20]2)[cH:6][cH:7][c:8]([S:10](=[O:11])(=[O:12])[CH3:13])[cH:9]1)=[O:15]. The reactants are C(CCC)[Li] (n-butyllithium), BrC=1C=NC=CC1 (3-bromopyridine), CCOCC (ether), CN(C(=O)OCC)OC (N-Methyl,N-methoxy-urethane), CCOCC (ether). Run at time 30 minute. The product is N1=CC(=CC=C1)C(=O)C=1C=NC=CC1 (di-(3-pyridyl)ketone). Yield: 33.0%. As a reaction SMILES: Br[C:2]1[CH:3]=[N:4][CH:5]=[CH:6][CH:7]=1.[CH2:8]([Li])[CH2:9][CH2:10][CH3:11].[CH3:13][N:14](OC)[C:15](OCC)=O.CC[O:24]CC>>[N:4]1[CH:5]=[CH:6][CH:7]=[C:2]([C:8]([C:9]2[CH:13]=[N:14][CH:15]=[CH:11][CH:10]=2)=[O:24])[CH:3]=1. Procedure details: To a solution of 3-bromopyridine (9.84 g, 0.062 mol) in 300 mL of ether cooled to -78° C. was added n-butyllithium (1.6M, 41 mL, 0.066 mol) and stirred for 30 min. N-Methyl,N-methoxy-urethane (3.76 g, 0.028 mol) in 20 mL of ether was added in 10 min, the mixture was stirred (-78° C.) for 1 h, allowed to warm to room temperature and stirred for 2 h. The reaction mixture was quenched with 6N HCl (100 mL) and stirred. The aqueous layer was basified with 10% NaOH solution, extracted with ethyl aceta... Procedure details: To a solution of N-(4-fluorobenzyl)-3-hydroxy-9-(methylamino)-4-oxo-6,7,8,9-tetrahydro-4H-pyrido[1,2-a]pyrimidine-2-carboxamide hydrotrifluoroacetate and diisopropylethylamine (4 eqs.) in o-xylene was added Pd(C) (10%). The suspension was stirred and heated to 156° C. for 7 hours. The suspension was left cooling to room temperature and the catalyst was filtered off. The catalyst was washed with methanol and dichloromethane and the filtrate and catalyst washes were combined and the combined organ... Product: FC1=CC=C(CNC(=O)C=2N=C3N(C(C2O)=O)C=CC=C3NC)C=C1 (N-(4-fluorobenzyl)-3-hydroxy-9-(methylamino)-4-oxo-4H-pyrido[1,2-a]pyrimidine-2-carboxamide). Starting materials: FC1=CC=C(CNC(=O)C=2N=C3N(C(C2O)=O)CCCC3NC)C=C1 (N-(4-fluorobenzyl)-3-hydroxy-9-(methylamino)-4-oxo-6,7,8,9-tetrahydro-4H-pyrido[1,2-a]pyrimidine-2-carboxamide), C(C)(C)N(CC)C(C)C (diisopropylethylamine), Pd(C). RXN SMILES: [F:1][C:2]1[CH:25]=[CH:24][C:5]([CH2:6][NH:7][C:8]([C:10]2[N:11]=[C:12]3[CH:21]([NH:22][CH3:23])[CH2:20][CH2:19][CH2:18][N:13]3[C:14](=[O:17])[C:15]=2[OH:16])=[O:9])=[CH:4][CH:3]=1.C(N(C(C)C)CC)(C)C>CC1C=CC=CC=1C>[F:1][C:2]1[CH:3]=[CH:4][C:5]([CH2:6][NH:7][C:8]([C:10]2[N:11]=[C:12]3[C:21]([NH:22][CH3:23])=[CH:20][CH:19]=[CH:18][N:13]3[C:14](=[O:17])[C:15]=2[OH:16])=[O:9])=[CH:24][CH:25]=1. Solvent: CC=1C=CC=CC1C (o-xylene). Reaction conditions: temperature 156 celsius.